This data is from the Open Reaction Database (ORD), a public repository of structured organic reaction records. The task is: describe an organic reaction: reactants, conditions, products, and yield The reactants are Palladium tetrakis-triphenylphosphine, BrC=1C2=C(SC1C)CCCC2 (3-bromo-2-methyl-4,5,6,7-tetrahydrobenzo[b]thiophene), FC1(OC2=C(O1)C=C(C(=C2)C=2N=CC(=NC2)NC(C2=C(C=CC=C2)F)=O)C)F (N-(5-(2,2-difluoro-6-methylbenzo[d][1,3]dioxol-5-yl)pyrazin-2-yl)-2-fluorobenzamide), P(=O)([O-])([O-])[O-].[K+].[K+].[K+] (potassium phosphate). The solvent is O1CCOCC1.C(C)#N.O (dioxane acetonitrile water). Reaction conditions: temperature 90 celsius, time 4 hour. Yields the product CC1=C(C2=C(S1)CCCC2)C=2C=CC(=NC2)N (5-(2-methyl-4,5,6,7-tetrahydrobenzo[b]thiophen-3-yl)pyridin-2-amine). Yield: 65.5%. As a reaction SMILES: Br[C:2]1[C:3]2[CH2:11][CH2:10][CH2:9][CH2:8][C:4]=2[S:5][C:6]=1[CH3:7].FC1(F)OC2C=C(C)C(C3N=C[C:25]([NH:28][C:29](=O)[C:30]4[CH:35]=[CH:34]C=CC=4F)=[N:26]C=3)=CC=2O1.P([O-])([O-])([O-])=O.[K+].[K+].[K+]>O1CCOCC1.C(#N)C.O>[CH3:7][C:6]1[S:5][C:4]2[CH2:8][CH2:9][CH2:10][CH2:11][C:3]=2[C:2]=1[C:30]1[CH:35]=[CH:34][C:25]([NH2:26])=[N:28][CH:29]=1 |f:2.3.4.5,6.7.8|. Procedure details: Palladium tetrakis-triphenylphosphine (12 mg, 10 μmol) was added to a degassed solution of bromide 239 (46 mg, 0.2 mmol) and boronate 11 (88 mg, 0.4 mmol) in dioxane:acetonitrile:water (9:9:2, 1.5 mL) and potassium phosphate (63 mg, 0.3 mmol). The resulting mixture was heated under argon at 90° C. with stirring for 4 hours. The mixture was then cooled, extracted with dichloromethane (3×10 mL), dried with sodium sulfate and concentrated under reduced pressure. Flash chromatography (ISCO system, s... Starting materials: IC1=CC2=C(CCNCC2)C=C1OCC1=CC=CC=C1 (7-iodo-8-[(phenylmethyl)oxy]-2,3,4,5-tetrahydro-1H-3-benzazepine), C1(CCC1)=O (cyclobutanone), C1(CCC1)N1CCC2=C(CC1)C=C(C(=C2)OC2=CC=C(C=N2)C(=O)NC)I (6-[(3-Cyclobutyl-8-iodo-2,3,4,5-tetrahydro-1H-3-benzazepin-7-yl)oxy]-N-methyl-3-pyridinecarboxamide). Product: C1(CCC1)N1CCC2=C(CC1)C=C(C(=C2)I)OCC2=CC=CC=C2 (3-Cyclobutyl-7-iodo-8-[(phenylmethyl)oxy]-2,3,4,5-tetrahydro-1H-3-benzazepine). RXN SMILES: [I:1][C:2]1[C:12]([O:13][CH2:14][C:15]2[CH:20]=[CH:19][CH:18]=[CH:17][CH:16]=2)=[CH:11][C:5]2[CH2:6][CH2:7][NH:8][CH2:9][CH2:10][C:4]=2[CH:3]=1.[C:21]1(=O)[CH2:24][CH2:23][CH2:22]1.C1(N2CCC3C=C(I)C(OC4N=CC(C(NC)=O)=CC=4)=CC=3CC2)CCC1>>[CH:21]1([N:8]2[CH2:7][CH2:6][C:5]3[CH:11]=[C:12]([O:13][CH2:14][C:15]4[CH:20]=[CH:19][CH:18]=[CH:17][CH:16]=4)[C:2]([I:1])=[CH:3][C:4]=3[CH2:10][CH2:9]2)[CH2:24][CH2:23][CH2:22]1. Procedure: Example 226 (E226) was prepared from 7-iodo-8-[(phenylmethyl)oxy]-2,3,4,5-tetrahydro-1H-3-benzazepine (D45) and cyclobutanone using the method described for Example 225 (E225); MS (ES+) m/e 434 [M+H]+. Starting materials: [N+](=O)(O)[O-] (nitric acid), BrC=1C=C(C=NC1)O (5-Bromo-3-hydroxylpyridine), ice water. The solvent is S(O)(O)(=O)=O (sulfuric acid). Run at time 20 hour. The product is BrC=1C=C(C(=NC1)[N+](=O)[O-])O (5-bromo-3-hydroxyl-2-nitropyridine). The yield is 91.3%. RXN SMILES: [Br:1][C:2]1[CH:3]=[C:4]([OH:8])[CH:5]=[N:6][CH:7]=1.[N+:9]([O-])([OH:11])=[O:10]>S(=O)(=O)(O)O>[Br:1][C:2]1[CH:3]=[C:4]([OH:8])[C:5]([N+:9]([O-:11])=[O:10])=[N:6][CH:7]=1. Procedure details: 5-Bromo-3-hydroxylpyridine (2 g, 0.011 mol) was dissolved in concentrated sulfuric acid (6 mL), fuming nitric acid (0.52 mL, 0.011 mol) was added under ice-cooling, and the mixture was stirred for 20 hours. The reaction mixture was gently poured into ice water and the mixture was stirred. The precipitated solid was filtered and washed with water to give the object product as a pale-yellow solid (2.2 g, yield 90%). Reactants: FC=1C=CC(=C(C(=O)O)C1)N1N=CC=N1 (5-Fluoro-2-[1,2,3]triazol-2-yl-benzoic acid), FC=1C=CC(=C(C(=O)O)C1)I (5-fluoro-2-iodo-benzoic acid). Product: FC1=C(C(=O)O)C(=CC=C1)N1N=CC=N1 (2-Fluoro-6-[1,2,3]triazol-2-yl-benzoic acid). RXN SMILES: F[C:2]1[CH:3]=[CH:4][C:5]([N:11]2[N:15]=[CH:14][CH:13]=[N:12]2)=[C:6]([CH:10]=1)[C:7]([OH:9])=[O:8].[F:16]C1C=CC(I)=C(C=1)C(O)=O>>[F:16][C:10]1[CH:2]=[CH:3][CH:4]=[C:5]([N:11]2[N:15]=[CH:14][CH:13]=[N:12]2)[C:6]=1[C:7]([OH:9])=[O:8]. Reported procedure: The title compound was prepared in a manner analogous to Intermediate 13, substituting 6-fluoro-2-iodo-benzoic acid for 5-fluoro-2-iodo-benzoic acid. 1H NMR (400 MHz, CD3OD): 7.96 (s, 2H), 7.87-7.82 (m, 1H), 7.70 (td, J=8.1, 5.1 Hz, 1H), 7.59 (ddd, J=9.7, 8.4, 1.4 Hz, 1H). Starting materials: ClC1=C(N)C=CC(=C1)I (2-chloro-4-iodoaniline), C(C)(C)(C)OC(=O)N[C@@H](C(=O)O)C1=CC=C(C=C1)OCC1CC1 ((R)-tert-butoxycarbonylamino-(4-cyclopropylmethoxy-phenyl)-acetic acid), C(C)(C)(C)OC(=O)N[C@@H](C(=O)O)C1=CC=C(C=C1)OCCOC1OCCCC1 ((R)-tert-butoxycarbonylamino-{4-[2-(tetrahydro-pyran-2-yloxy)-ethoxy]-phenyl}-acetic acid), C1(CC1)CBr (cyclopropylmethyl bromide). Yields the product C(C)(C)(C)OC(=O)N[C@@H](C(=O)O)C1=CC=C(C=C1)OCCOC(C)(C)C ((R)-tert-butoxycarbonylamino-[4-(2-tert-butoxy-ethoxy)-phenyl]-acetic acid). As a reaction SMILES: ClC1C=C(I)C=CC=1N.[C:10]([O:14][C:15]([NH:17][C@H:18]([C:22]1[CH:27]=[CH:26][C:25]([O:28][CH2:29][CH:30]2CC2)=[CH:24][CH:23]=1)[C:19]([OH:21])=[O:20])=[O:16])([CH3:13])([CH3:12])[CH3:11].[C:33]([O:37]C(N[C@H](C1C=CC(OCCOC2CCCCO2)=CC=1)C(O)=O)=O)([CH3:36])([CH3:35])[CH3:34].C1(CBr)CC1>>[C:10]([O:14][C:15]([NH:17][C@H:18]([C:22]1[CH:27]=[CH:26][C:25]([O:28][CH2:29][CH2:30][O:37][C:33]([CH3:36])([CH3:35])[CH3:34])=[CH:24][CH:23]=1)[C:19]([OH:21])=[O:20])=[O:16])([CH3:12])([CH3:11])[CH3:13]. Reported procedure: Prepared by the same method as described in example 3 except that 2-chloro-4-iodoaniline was used in place of 2-chloro-4-bromoaniline in step 1 and (R)-tert-butoxycarbonylamino-(4-cyclopropylmethoxy-phenyl)-acetic acid was used in place of (R)-tert-butoxycarbonylamino-[4-(2-tert-butoxy-ethoxy)-phenyl]-acetic acid in step 2. (R)-tert-butoxycarbonylamino-[4-(2-tert-butoxy-ethoxy)-phenyl]-acetic acid was prepared by a similar method as described for the preparation of (R)-tert-butoxycarbonylamino-{... Starting materials: CCOCCCCBr, [Cl-], ClCCCl, [Mg], O=C1C2=NCCCN2c2ccccc21, [NH4+]. Yields the product CCOCCCCC1(O)C2=NCCCN2c2ccccc21. As a reaction SMILES: [Br:1][CH2:2][CH2:3][CH2:4][CH2:5][O:6][CH2:7][CH3:8].[Cl-:24].[Cl:26][CH2:27][CH2:28][Cl:29].[Mg:9].[N:10]1=[C:15]2[N:14]([CH2:13][CH2:12][CH2:11]1)[c:22]1[c:17]([cH:18][cH:19][cH:20][cH:21]1)[C:16]2=[O:23].[NH4+:25]>>[CH2:2]([CH2:3][CH2:4][CH2:5][O:6][CH2:7][CH3:8])[C:16]1([OH:23])[C:15]2=[N:10][CH2:11][CH2:12][CH2:13][N:14]2[c:22]2[c:17]1[cH:18][cH:19][cH:20][cH:21]2. The product is Cl, COc1ccc(-c2nc(-c3cccc(CN4CCCC4)c3)n[nH]2)cc1O. RXN SMILES: [CH2:2]([c:3]1[cH:4][cH:5][cH:6][cH:7][cH:8]1)[O:9][c:10]1[cH:11][c:12](-[c:18]2[n:19][c:20](-[c:23]3[cH:24][c:25]([CH2:29][N:30]4[CH2:31][CH2:32][CH2:33][CH2:34]4)[cH:26][cH:27][cH:28]3)[n:21][nH:22]2)[cH:13][cH:14][c:15]1[O:16][CH3:17].[CH3:35][CH2:36][OH:37].[ClH:1]>>[ClH:1].[OH:9][c:10]1[cH:11][c:12](-[c:18]2[n:19][c:20](-[c:23]3[cH:24][c:25]([CH2:29][N:30]4[CH2:31][CH2:32][CH2:33][CH2:34]4)[cH:26][cH:27][cH:28]3)[n:21][nH:22]2)[cH:13][cH:14][c:15]1[O:16][CH3:17]. The reactants are COc1ccc(-c2nc(-c3cccc(CN4CCCC4)c3)n[nH]2)cc1OCc1ccccc1, CCO, Cl.